From a dataset of the Open Reaction Database (ORD), a public repository of structured organic reaction records. describe an organic reaction: reactants, conditions, products, and yield The reactants are [OH-].[Na+] (caustic soda), NC=1C=C(C=CC1)O (m-aminophenol), C1(=CC=CC=C1)S(=O)(=O)N=C=O (benzenesulphonylisocyanate), C1(=CC=C(C=C1)S(=O)(=O)Cl)C (p-toluenesulphonylchloride), [OH-].[Na+] (caustic soda), Cl (hydrochloric acid). Run in O (water), 45m-acetonitrile. Run at time 1 hour. The product is C1(=CC=CC=C1)S(=O)(=O)NC(=O)NC1=CC(=CC=C1)OS(=O)(=O)C1=CC=C(C=C1)C (N-(Benzenesulphonyl)-N′-(3-p-toluenesulphonyloxyphenyl)urea). RXN SMILES: [NH2:1][C:2]1[CH:3]=[C:4]([OH:8])[CH:5]=[CH:6][CH:7]=1.[C:9]1([S:15]([N:18]=[C:19]=[O:20])(=[O:17])=[O:16])[CH:14]=[CH:13][CH:12]=[CH:11][CH:10]=1.[OH-].[Na+].[C:23]1([CH3:33])[CH:28]=[CH:27][C:26]([S:29](Cl)(=[O:31])=[O:30])=[CH:25][CH:24]=1.Cl>O>[C:9]1([S:15]([NH:18][C:19]([NH:1][C:2]2[CH:7]=[CH:6][CH:5]=[C:4]([O:8][S:29]([C:26]3[CH:27]=[CH:28][C:23]([CH3:33])=[CH:24][CH:25]=3)(=[O:31])=[O:30])[CH:3]=2)=[O:20])(=[O:16])=[O:17])[CH:10]=[CH:11][CH:12]=[CH:13][CH:14]=1 |f:2.3|. Procedure details: To a stirred solution of 5.65 g m-aminophenol in 45m-acetonitrile was added dropwise 9.5 g benzenesulphonylisocyanate such that the temperature was maintained at <40° C. The mixture was stirred for one hour at room temperature and allowed to stand overnight. To the reaction was then added 25ml water and 5.35 g 47% caustic soda and the reaction was heated to 55-60° C. To this was added, over two hours, 9.93 g p-toluenesulphonylchloride with simultaneous addition of 47% caustic soda so as to maint... Starting materials: COC(C1=CC(=CC=C1)C1(N=CSC1C)COC1OCCCC1)=O (3-[5-Methyl-4-(tetrahydro-pyran-2-yloxymethyl)-thiazol-4-yl]-benzoic acid methyl ester), C(C)(=O)OC(C)(C)C.[Li] (lithium tert.-butyl acetate). The product is C(C)(C)(C)OC(CC(C1=CC(=CC=C1)C1(N=CSC1C)COC1OCCCC1)=O)=O (3-oxo-3-[3-[5-methyl-4-(tetrahydro-pyran-2-yloxymethyl)-thiazol-4-yl]-phenyl]-propionic acid tert-butyl ester). RXN SMILES: CO[C:3](=[O:24])[C:4]1[CH:9]=[CH:8][CH:7]=[C:6]([C:10]2([CH2:16][O:17][CH:18]3[CH2:23][CH2:22][CH2:21][CH2:20][O:19]3)[CH:14]([CH3:15])[S:13][CH:12]=[N:11]2)[CH:5]=1.[C:25]([O:28][C:29]([CH3:32])([CH3:31])[CH3:30])(=[O:27])[CH3:26].[Li]>>[C:29]([O:28][C:25](=[O:27])[CH2:26][C:3](=[O:24])[C:4]1[CH:9]=[CH:8][CH:7]=[C:6]([C:10]2([CH2:16][O:17][CH:18]3[CH2:23][CH2:22][CH2:21][CH2:20][O:19]3)[CH:14]([CH3:15])[S:13][CH:12]=[N:11]2)[CH:5]=1)([CH3:32])([CH3:31])[CH3:30] |f:1.2,^1:32|. Procedure: 3-[5-Methyl-4-(tetrahydro-pyran-2-yloxymethyl)-thiazol-4-yl]-benzoic acid methyl ester (1.45 g) was treated with lithium tert.-butyl acetate according to the general procedure K (method b) to give crude 3-oxo-3-[3-[5-methyl-4-(tetrahydro-pyran-2-yloxymethyl)-thiazol-4-yl]-phenyl]-propionic acid tert-butyl ester (2.13 g) as a pale-yellow oil.